This data is from the Open Reaction Database (ORD), a public repository of structured organic reaction records. The task is: describe an organic reaction: reactants, conditions, products, and yield Starting materials: CCOC(=O)Cc1ccc(C#Cc2cc(C3CC3)c3c(c2)C(C)(C)CC(C)(C)O3)cc1F, CO, CC#N, [Na+], [OH-], O. Product: CC1(C)CC(C)(C)c2cc(C#Cc3ccc(CC(=O)O)c(F)c3)cc(C3CC3)c2O1. RXN SMILES: [CH2:1]([CH3:2])[O:3][C:4]([CH2:5][c:6]1[c:7]([F:31])[cH:8][c:9]([C:12]#[C:13][c:14]2[cH:15][c:16]3[c:21]([c:22]([CH:24]4[CH2:25][CH2:26]4)[cH:23]2)[O:20][C:19]([CH3:27])([CH3:28])[CH2:18][C:17]3([CH3:29])[CH3:30])[cH:10][cH:11]1)=[O:32].[CH3:33][OH:34].[CH3:38][C:39]#[N:40].[Na+:36].[OH-:35].[OH2:37]>>[O:3]=[C:4]([CH2:5][c:6]1[c:7]([F:31])[cH:8][c:9]([C:12]#[C:13][c:14]2[cH:15][c:16]3[c:21]([c:22]([CH:24]4[CH2:25][CH2:26]4)[cH:23]2)[O:20][C:19]([CH3:27])([CH3:28])[CH2:18][C:17]3([CH3:29])[CH3:30])[cH:10][cH:11]1)[OH:32].